Dataset: the Open Reaction Database (ORD), a public repository of structured organic reaction records. Task: describe an organic reaction: reactants, conditions, products, and yield Starting materials: CCOc1cc(NC(=O)OC(C)(C)C)c(NC(=O)CC(=O)c2cccc(-c3ccc(C)nc3)c2)cc1C(F)(F)F, ClCCl, O=C(O)C(F)(F)F. Product: CCOc1cc2c(cc1C(F)(F)F)NC(=O)CC(c1cccc(-c3ccc(C)nc3)c1)=N2. Reaction SMILES: [C:1]([O:2][C:3](=[O:4])[NH:7][c:8]1[c:9]([NH:21][C:22]([CH2:23][C:24](=[O:5])[c:26]2[cH:27][c:28](-[c:32]3[cH:33][n:34][c:35]([CH3:38])[cH:36][cH:37]3)[cH:29][cH:30][cH:31]2)=[O:39])[cH:10][c:11]([C:17]([F:18])([F:19])[F:20])[c:12]([O:14][CH2:15][CH3:16])[cH:13]1)([CH3:6])([CH3:25])[CH3:40].[Cl:48][CH2:49][Cl:50].[F:41][C:42]([F:43])([F:44])[C:45]([OH:46])=[O:47]>>[N:7]1=[C:24]([c:26]2[cH:27][c:28](-[c:32]3[cH:33][n:34][c:35]([CH3:38])[cH:36][cH:37]3)[cH:29][cH:30][cH:31]2)[CH2:23][C:22](=[O:39])[NH:21][c:9]2[c:8]1[cH:13][c:12]([O:14][CH2:15][CH3:16])[c:11]([C:17]([F:18])([F:19])[F:20])[cH:10]2. The reactants are COC=1C=C(C(=O)O)C=CC1CC1=CN(C2=CC=C(C=C12)C(NCC(CC(F)(F)F)C)=O)C (3-methoxy-4-[1-methyl-5-(2-methyl-4,4,4-trifluorobutylcarbamoyl)indol-3-ylmethyl]benzoic acid), Cl.CN(CCCN=C=NCC)C (1-(3-dimethylaminopropyl)-3-ethylcarbodiimide hydrochloride), CC1=C(C=CC=C1)S(=O)(=O)N (2-methylbenzenesulfonamide). The reagents and catalysts are CN(C1=CC=NC=C1)C (4-dimethylaminopyridine). Run in C(Cl)Cl (methylene chloride), C(Cl)Cl (methylene chloride). Yields the product COC=1C=C(C(=O)NS(=O)(=O)C2=C(C=CC=C2)C)C=CC1CC1=CN(C2=CC=C(C=C12)C(NCC(CC(F)(F)F)C)=O)C (3-Methoxy-4-[1-methyl-5-(2-methyl-4,4,4-trifluorobutylcarbamoyl)indol-3-ylmethyl]-N-(2-methylphenylsulfonyl)benzamide). Yield: 56.8%. Reaction SMILES: [CH3:1][O:2][C:3]1[CH:4]=[C:5]([CH:9]=[CH:10][C:11]=1[CH2:12][C:13]1[C:21]2[C:16](=[CH:17][CH:18]=[C:19]([C:22](=[O:32])[NH:23][CH2:24][CH:25]([CH3:31])[CH2:26][C:27]([F:30])([F:29])[F:28])[CH:20]=2)[N:15]([CH3:33])[CH:14]=1)[C:6]([OH:8])=O.Cl.CN(C)CCCN=C=NCC.[CH3:46][C:47]1[CH:52]=[CH:51][CH:50]=[CH:49][C:48]=1[S:53]([NH2:56])(=[O:55])=[O:54]>CN(C)C1C=CN=CC=1.C(Cl)Cl>[CH3:1][O:2][C:3]1[CH:4]=[C:5]([CH:9]=[CH:10][C:11]=1[CH2:12][C:13]1[C:21]2[C:16](=[CH:17][CH:18]=[C:19]([C:22](=[O:32])[NH:23][CH2:24][CH:25]([CH3:31])[CH2:26][C:27]([F:28])([F:30])[F:29])[CH:20]=2)[N:15]([CH3:33])[CH:14]=1)[C:6]([NH:56][S:53]([C:48]1[CH:49]=[CH:50][CH:51]=[CH:52][C:47]=1[CH3:46])(=[O:54])=[O:55])=[O:8] |f:1.2|. Reported procedure: A solution of 3-methoxy-4-[1-methyl-5-(2-methyl-4,4,4-trifluorobutylcarbamoyl)indol-3-ylmethyl]benzoic acid (250 mg), 4-dimethylaminopyridine (69.8 mg), 1-(3-dimethylaminopropyl)-3-ethylcarbodiimide hydrochloride (127 mg) and 2-methylbenzenesulfonamide (95.4 mg) in methylene chloride (5 mL) was stirred under a nitrogen atmosphere for 24 hours. The mixture was diluted with methylene chloride, washed (10% (w/v) hydrochloric acid, water), and evaporated. The resulting rose-colored foam was dissolve... The reactants are C(#C)[Si](C)(C)C (Ethynyl-trimethyl-silane), BrC1=CC=C(C=C1)C1=CC2=C(NC(=N2)[C@H]2N(C[C@H](C2)C)C(=O)OC(C)(C)C)C=C1 (tert-butyl (2S,4S)-2-[5-(4-bromophenyl)-1H-benzimidazol-2-yl]-4-methyl-pyrrolidine-1-carboxylate), Pd(DPPF)(Cl)2, C(Cl)Cl (CH2Cl2), TEA. Reagents/catalysts: [Cu]I (CuI). Run in CN(C)C=O (DMF). Conditions: temperature 70 celsius, time 8 hour. Product: C[C@H]1C[C@H](N(C1)C(=O)OC(C)(C)C)C1=NC2=C(N1)C=CC(=C2)C2=CC=C(C=C2)C#C[Si](C)(C)C (tert-butyl (2S,4S)-4-methyl-2-[5-[4-(2-trimethylsilylethynyl)phenyl]-1H-benzimidazol-2-yl]pyrrolidine-1-carboxylate). Isolated yield 48.2%. As a reaction SMILES: [C:1]([Si:3]([CH3:6])([CH3:5])[CH3:4])#[CH:2].Br[C:8]1[CH:13]=[CH:12][C:11]([C:14]2[CH:35]=[CH:34][C:17]3[NH:18][C:19]([C@@H:21]4[CH2:25][C@H:24]([CH3:26])[CH2:23][N:22]4[C:27]([O:29][C:30]([CH3:33])([CH3:32])[CH3:31])=[O:28])=[N:20][C:16]=3[CH:15]=2)=[CH:10][CH:9]=1.C(Cl)Cl>[Cu]I.CN(C=O)C>[CH3:26][C@@H:24]1[CH2:23][N:22]([C:27]([O:29][C:30]([CH3:33])([CH3:32])[CH3:31])=[O:28])[C@H:21]([C:19]2[NH:18][C:17]3[CH:34]=[CH:35][C:14]([C:11]4[CH:12]=[CH:13][C:8]([C:2]#[C:1][Si:3]([CH3:6])([CH3:5])[CH3:4])=[CH:9][CH:10]=4)=[CH:15][C:16]=3[N:20]=2)[CH2:25]1. Procedure: Ethynyl-trimethyl-silane (34.44 mg, 49.55 μL, 0.3506 mmol), tert-butyl (2S,4S)-2-[5-(4-bromophenyl)-1H-benzimidazol-2-yl]-4-methyl-pyrrolidine-1-carboxylate (80 mg, 0.1753 mmol), Pd(DPPF)(Cl)2.CH2Cl2(14.32 mg, 0.01753 mmol), TEA (35.48 mg, 48.87 μL, 0.3506 mmol) and CuI (3.339 mg, 0.01753 mmol) are dissolved to dry DMF (2 mL). The mixture is stirred at 70° C. under N2 overnight. After removal of the solvent under reduced pressure, the residue is purified by flash column chromatography on silica ... Starting materials: CC(=O)O[BH-](OC(C)=O)OC(C)=O, O=C([O-])O, CNC1CCCc2cccnc21, CC(=O)O, ClCCCl, [Na+], [Na+], O=Cc1cccc2cc[nH]c12. Product: CN(Cc1cccc2cc[nH]c12)C1CCCc2cccnc21. RXN SMILES: [C:24]([O:25][BH-:26]([O:27][C:28](=[O:29])[CH3:30])[O:31][C:32](=[O:33])[CH3:34])(=[O:35])[CH3:36].[C:38](=[O:39])([OH:40])[O-:41].[CH3:12][NH:13][CH:14]1[CH2:15][CH2:16][CH2:17][c:18]2[cH:19][cH:20][cH:21][n:22][c:23]21.[CH3:47][C:48](=[O:49])[OH:50].[Cl:43][CH2:44][CH2:45][Cl:46].[Na+:37].[Na+:42].[nH:1]1[cH:2][cH:3][c:4]2[cH:5][cH:6][cH:7][c:8]([CH:10]=[O:11])[c:9]12>>[nH:1]1[cH:2][cH:3][c:4]2[cH:5][cH:6][cH:7][c:8]([CH2:10][N:13]([CH3:12])[CH:14]3[CH2:15][CH2:16][CH2:17][c:18]4[cH:19][cH:20][cH:21][n:22][c:23]43)[c:9]12.